Dataset: the Open Reaction Database (ORD), a public repository of structured organic reaction records. Task: describe an organic reaction: reactants, conditions, products, and yield The reactants are ClC1=CC=NC2=CC(=CC=C12)C(F)(F)F (4-chloro-7-(trifluoromethyl)quinoline), NC1=CC=C(C(=O)N2CCC(CC2)C(O)C2=CC=C(C=C2)F)C=C1 (1-(4-aminobenzoyl)-4-[(4-fluorophenyl)hydroxymethyl]piperidine). Run in C(C)O (ethanol). Yields the product Cl.FC1=CC=C(C=C1)C(C1CCN(CC1)C(C1=CC=C(C=C1)NC1=CC=NC2=CC(=CC=C12)C(F)(F)F)=O)O (4-[(4-fluorophenyl)hydroxymethyl]-1-[4-[[7-(trifluoromethyl)-4-quinolyl]amino]benzoyl]piperidine hydrochloride). The yield is 84.7%. RXN SMILES: [Cl:1][C:2]1[C:11]2[C:6](=[CH:7][C:8]([C:12]([F:15])([F:14])[F:13])=[CH:9][CH:10]=2)[N:5]=[CH:4][CH:3]=1.[NH2:16][C:17]1[CH:39]=[CH:38][C:20]([C:21]([N:23]2[CH2:28][CH2:27][CH:26]([CH:29]([C:31]3[CH:36]=[CH:35][C:34]([F:37])=[CH:33][CH:32]=3)[OH:30])[CH2:25][CH2:24]2)=[O:22])=[CH:19][CH:18]=1>C(O)C>[ClH:1].[F:37][C:34]1[CH:33]=[CH:32][C:31]([CH:29]([OH:30])[CH:26]2[CH2:27][CH2:28][N:23]([C:21](=[O:22])[C:20]3[CH:19]=[CH:18][C:17]([NH:16][C:2]4[C:11]5[C:6](=[CH:7][C:8]([C:12]([F:15])([F:14])[F:13])=[CH:9][CH:10]=5)[N:5]=[CH:4][CH:3]=4)=[CH:39][CH:38]=3)[CH2:24][CH2:25]2)=[CH:36][CH:35]=1 |f:3.4|. Procedure details: A mixture of 4-chloro-7-(trifluoromethyl)quinoline (0.32 g) and 1-(4-aminobenzoyl)-4-[(4-fluorophenyl)hydroxymethyl]piperidine (0.45 g) in dry ethanol (10 ml) was stirred under reflux for 4 hours and concentrated to dryness in vacuo. The residue was recrystallized from a mixture of ethyl acetate and isopropanol to give 4-[(4-fluorophenyl)hydroxymethyl]-1-[4-[[7-(trifluoromethyl)-4-quinolyl]amino]benzoyl]piperidine hydrochloride (0.65 g) as pale yellow powder. Starting materials: C(=O)(OCC1=CC=CC=C1)N[C@@H](C(C)C)C(=O)NC(CC1=CC=CC=C1)C(C(CC1=CC=CC=C1)NC([C@@H](NC(=O)OCC1=CC=CC=C1)C(C)C)=O)O (2,4-Bis-(Cbz-valinyl-amino)-1,5-diphenyl-3-hydroxypentane), ClCC=1C=C(C(=O)Cl)C=CC1 (3-(chloromethyl)benzoyl chloride), N1=CC=CC=C1 (pyridine). Solvent: C(Cl)Cl (methylene chloride), CO (methanol), C(Cl)Cl (methylene chloride), CO (methanol), C(Cl)Cl (methylene chloride), C(Cl)Cl (methylene chloride), C(Cl)(Cl)Cl (chloroform). Run at time 65 hour. Product: ClCC=1C=C(C(=O)OC(C(CC2=CC=CC=C2)NC([C@@H](NC(=O)OCC2=CC=CC=C2)C(C)C)=O)C(CC2=CC=CC=C2)NC([C@@H](NC(=O)OCC2=CC=CC=C2)C(C)C)=O)C=CC1 (2,4-Bis-(N-(Cbz-valinyl)amino)-1,5-diphenyl-3-pentyl 3-(chloromethyl)benzoate). The yield is 29.7%. RXN SMILES: [C:1]([NH:11][C@H:12]([C:16]([NH:18][CH:19]([CH:27]([OH:54])[CH:28]([NH:36][C:37](=[O:53])[C@H:38]([CH:50]([CH3:52])[CH3:51])[NH:39][C:40]([O:42][CH2:43][C:44]1[CH:49]=[CH:48][CH:47]=[CH:46][CH:45]=1)=[O:41])[CH2:29][C:30]1[CH:35]=[CH:34][CH:33]=[CH:32][CH:31]=1)[CH2:20][C:21]1[CH:26]=[CH:25][CH:24]=[CH:23][CH:22]=1)=[O:17])[CH:13]([CH3:15])[CH3:14])([O:3][CH2:4][C:5]1[CH:10]=[CH:9][CH:8]=[CH:7][CH:6]=1)=[O:2].[Cl:55][CH2:56][C:57]1[CH:58]=[C:59]([CH:63]=[CH:64][CH:65]=1)[C:60](Cl)=[O:61].N1C=CC=CC=1>C(Cl)(Cl)Cl.C(Cl)Cl.CO>[Cl:55][CH2:56][C:57]1[CH:58]=[C:59]([CH:63]=[CH:64][CH:65]=1)[C:60]([O:54][CH:27]([CH:19]([NH:18][C:16](=[O:17])[C@H:12]([CH:13]([CH3:14])[CH3:15])[NH:11][C:1]([O:3][CH2:4][C:5]1[CH:6]=[CH:7][CH:8]=[CH:9][CH:10]=1)=[O:2])[CH2:20][C:21]1[CH:26]=[CH:25][CH:24]=[CH:23][CH:22]=1)[CH:28]([NH:36][C:37](=[O:53])[C@H:38]([CH:50]([CH3:52])[CH3:51])[NH:39][C:40]([O:42][CH2:43][C:44]1[CH:49]=[CH:48][CH:47]=[CH:46][CH:45]=1)=[O:41])[CH2:29][C:30]1[CH:31]=[CH:32][CH:33]=[CH:34][CH:35]=1)=[O:61]. Reported procedure: The resultant compound of Example 70 (769 mg, 1.04 mmol) was combined with 3-(chloromethyl)benzoyl chloride (3.95 mg. 2.09 mmol) and pyridine (165 mg, 2.09 mmol) in 10 mL of freshly distilled methylene chloride. The reaction mixture was stirred at ambient temperature under nitrogen for approximately 65 h and then diluted with 150 mL of chloroform. The chloroform solution was washed with 75 mL of water, dried over anhydrous magnesium sulfate, filtered and concentrated under reduced pressure. The ... Solvent: CC(=O)C (acetone). Reagents/catalysts: O.C1(=CC=C(C=C1)S(=O)(=O)O)C (para-toluenesulfonic acid monohydrate). Reaction SMILES: [CH2:1]1[C@@H:6](O)[C@@H:5]([OH:8])[C@H:4]([OH:9])[CH2:3][C@@:2]1([C:11]([OH:13])=[O:12])[OH:10].CO[C:16](OC)([CH3:18])[CH3:17]>CC(C)=O.O.C1(C)C=CC(S(O)(=O)=O)=CC=1>[OH:10][C@@:2]12[CH2:1][C@@H:6]([O:13][C:11]1=[O:12])[C@H:5]1[C@H:4]([O:9][C:16]([CH3:18])([CH3:17])[O:8]1)[CH2:3]2 |f:3.4|. Product: O[C@]12C[C@H]3OC(O[C@H]3[C@H](OC1=O)C2)(C)C ((1R,2R,6R,8S)-8-hydroxy-4,4-dimethyl-3,5,10-trioxatricyclo[6.2.1.02,6]undecan-9-one). Procedure: A solution of quinic acid (10.0 g, 52.0 mmol), para-toluenesulfonic acid monohydrate (100 mg, 0.526 mmol) and 2,2-dimethoxypropane (20 mL, 162.9 mmol) in acetone (150 mL) was refluxed for 4 hours. The reaction mixture was concentrated, and the concentrate was dissolved in ethyl acetate (150 mL). The ethyl acetate layer was washed with saturated sodium bicarbonate and brine, dried (MgSO4), filtered and concentrated. The concentrate was stored at 0° C. for several hours to afford 9.6 g (86%) of th... Reactants: C1[C@@](C[C@H]([C@@H]([C@@H]1O)O)O)(O)C(=O)O (quinic acid), COC(C)(C)OC (2,2-dimethoxypropane). Yield: 86.2%.